Dataset: the Open Reaction Database (ORD), a public repository of structured organic reaction records. Task: describe an organic reaction: reactants, conditions, products, and yield Starting materials: CC(=O)OC(C)=O, CC(=O)Cl, CCOCC, Nc1ccc(Br)cc1[N+](=O)[O-], C1CCOC1, O, c1ccncc1. Product: CC(=O)Nc1ccc(Br)cc1[N+](=O)[O-]. RXN SMILES: [CH3:12][C:13](=[O:14])[O:15][C:16](=[O:17])[CH3:18].[CH3:19][C:20](=[O:21])[Cl:22].[CH3:34][CH2:35][O:36][CH2:37][CH3:38].[N+:1](=[O:2])([O-:3])[c:4]1[c:5]([NH2:6])[cH:7][cH:8][c:9]([Br:11])[cH:10]1.[O:29]1[CH2:30][CH2:31][CH2:32][CH2:33]1.[OH2:39].[cH:23]1[cH:24][cH:25][n:26][cH:27][cH:28]1>>[N+:1](=[O:2])([O-:3])[c:4]1[c:5]([NH:6][C:13]([CH3:12])=[O:14])[cH:7][cH:8][c:9]([Br:11])[cH:10]1. Reactants: CCOC(=O)c1c(NCCC(=O)c2ccccc2)c2c(Cl)cc(Cl)cc2n1C(=O)OC(C)(C)C, ClCCl, O=C(O)C(F)(F)F. Yields the product CCOC(=O)c1[nH]c2cc(Cl)cc(Cl)c2c1NCCC(=O)c1ccccc1. RXN SMILES: [CH2:1]([C:2](=[O:3])[c:4]1[cH:5][cH:6][cH:7][cH:8][cH:9]1)[CH2:10][NH:11][c:12]1[c:13]([C:30](=[O:31])[O:32][CH2:33][CH3:34])[n:14]([C:23]([O:24][C:25]([CH3:26])([CH3:27])[CH3:28])=[O:29])[c:15]2[cH:16][c:17]([Cl:22])[cH:18][c:19]([Cl:21])[c:20]12.[CH2:42]([Cl:43])[Cl:44].[OH:35][C:36]([C:37]([F:38])([F:39])[F:40])=[O:41]>>[CH2:1]([C:2](=[O:3])[c:4]1[cH:5][cH:6][cH:7][cH:8][cH:9]1)[CH2:10][NH:11][c:12]1[c:13]([C:30](=[O:31])[O:32][CH2:33][CH3:34])[nH:14][c:15]2[cH:16][c:17]([Cl:22])[cH:18][c:19]([Cl:21])[c:20]12. The reactants are C(C1=CC=CC=C1)(C1=CC=CC=C1)=NC(C)C=1C(=C2C=CN(C2=CC1)C(=O)OC(C)(C)C)Cl (tert-butyl 5-[1-(benzhydrylideneamino)ethyl]-4-chloro-1H-indole-1-carboxylate), Cl.NO (hydroxylamine hydrochloride). The solvent is CO (MeOH). RXN SMILES: C(=[N:14][CH:15]([C:17]1[C:18]([Cl:33])=[C:19]2[C:23](=[CH:24][CH:25]=1)[N:22]([C:26]([O:28][C:29]([CH3:32])([CH3:31])[CH3:30])=[O:27])[CH:21]=[CH:20]2)[CH3:16])(C1C=CC=CC=1)C1C=CC=CC=1.Cl.NO>CO>[NH2:14][CH:15]([C:17]1[C:18]([Cl:33])=[C:19]2[C:23](=[CH:24][CH:25]=1)[N:22]([C:26]([O:28][C:29]([CH3:32])([CH3:31])[CH3:30])=[O:27])[CH:21]=[CH:20]2)[CH3:16] |f:1.2|. Procedure details: To a stirred solution of 324 (880.0 mg, 1.92 mmol) in anhydrous MeOH (20 mL) was added hydroxylamine hydrochloride (532.9 mg, 7.70 mmol), and the reaction mixture was stirred at 40° C. under N2 for 16 h. Volatile solvents were removed in vacuo, and the residue was diluted with EtOAc. The organic layer was washed with sat'd. aq. NaHCO3, water and brine, dried (Na2SO4), filtered, and concentrated in vacuo. The crude product was purified by SiO2 chromatography eluting with an EtOAc/heptane gradient... Yields the product NC(C)C=1C(=C2C=CN(C2=CC1)C(=O)OC(C)(C)C)Cl (tert-butyl 5-(1-aminoethyl)-4-chloro-1H-indole-1-carboxylate). Yield: 51.2%. Run at temperature 40 celsius, time 16 hour. The reactants are C(C)(C)(C)OC(NC(=N)C1=CC=C(C=C1)CNC(=O)[C@@H]1CCC=2N1C(C(=CN2)NCC2=CC=CC=C2)=O)=O ((6S)-[(4-{[(3-benzylamino-4-oxo-4,6,7,8-tetrahydro-pyrrolo[1,2-a]pyrimidine-6-carbonyl)-amino]-methyl}-phenyl)-imino-methyl]-carbamic acid tert-butyl ester), C(C)(C)(C)OC(NC(=N)C1=CC=C(C=C1)CNC(=O)[C@@H]1CCC=2N1C(C(=CN2)N)=O)=O ((S)-[(4-{[(3-amino-4-oxo-4,6,7,8-tetrahydro-pyrrolo[1,2-a]pyrimidine-6-carbonyl)-amino]-methyl}-phenyl)-imino-methyl]-carbamic acid tert-butyl ester), C(C)=O (acetaldehyde), [BH-](OC(=O)C)(OC(=O)C)OC(=O)C.[Na+] (NaBH(OAc)3). Product: C(C)(C)(C)OC(NC(=N)C1=CC=C(C=C1)CNC(=O)[C@@H]1CCC=2N1C(C(=CN2)N(CC)CC)=O)=O ((S)-[(4-{[(3-diethylamino-4-oxo-4,6,7,8-tetrahydro-pyrrolo[1,2-a]pyrimidine-6-carbonyl)-amino]-methyl}-phenyl)-imino-methyl]-carbamic acid tert-butyl ester). Isolated yield 100.0%. RXN SMILES: [C:1]([O:5][C:6](=[O:38])[NH:7][C:8]([C:10]1[CH:15]=[CH:14][C:13]([CH2:16][NH:17][C:18]([C@H:20]2[N:24]3[C:25](=[O:37])[C:26]([NH:29][CH2:30][C:31]4C=CC=CC=4)=[CH:27][N:28]=[C:23]3[CH2:22][CH2:21]2)=[O:19])=[CH:12][CH:11]=1)=[NH:9])([CH3:4])([CH3:3])[CH3:2].[C:39](OC(=O)NC(C1C=CC(CNC([C@H]2N3C(=O)C(N)=CN=C3CC2)=O)=CC=1)=N)(C)(C)[CH3:40].C(=O)C.[BH-](OC(C)=O)(OC(C)=O)OC(C)=O.[Na+]>>[C:1]([O:5][C:6](=[O:38])[NH:7][C:8]([C:10]1[CH:11]=[CH:12][C:13]([CH2:16][NH:17][C:18]([C@H:20]2[N:24]3[C:25](=[O:37])[C:26]([N:29]([CH2:39][CH3:40])[CH2:30][CH3:31])=[CH:27][N:28]=[C:23]3[CH2:22][CH2:21]2)=[O:19])=[CH:14][CH:15]=1)=[NH:9])([CH3:4])([CH3:3])[CH3:2] |f:3.4|. Procedure: Following a procedure similar to that for the preparation of 1k, intermediate 1j (48 mg, 0.113 mmol), acetaldehyde (39.6 mg, 0.90 mmol) and NaBH(OAc)3 (216.2 mg, 1.02 mmol) yielded 56 mg (100%) of intermediate 3a. MS (ESI) 483.1 (M+H+). Starting materials: CCOc1cc(N2CCNCC2)ccc1[N+](=O)[O-], C=CS(C)(=O)=O, C1COCCO1. Product: CCOc1cc(N2CCN(CCS(C)(=O)=O)CC2)ccc1[N+](=O)[O-]. RXN SMILES: [CH2:1]([CH3:2])[O:3][c:4]1[cH:5][c:6]([N:13]2[CH2:14][CH2:15][NH:16][CH2:17][CH2:18]2)[cH:7][cH:8][c:9]1[N+:10](=[O:11])[O-:12].[CH:19](=[CH2:20])[S:21](=[O:22])(=[O:23])[CH3:24].[O:25]1[CH2:26][CH2:27][O:28][CH2:29][CH2:30]1>>[CH2:1]([CH3:2])[O:3][c:4]1[cH:5][c:6]([N:13]2[CH2:14][CH2:15][N:16]([CH2:20][CH2:19][S:21](=[O:22])(=[O:23])[CH3:24])[CH2:17][CH2:18]2)[cH:7][cH:8][c:9]1[N+:10](=[O:11])[O-:12]. Reactants: CN1CCCC1=O, CCOC(C)=O, CC(c1c(F)cc2c(cnn2C)c1F)c1cnc2ccc(Cl)nn12, [F-], [K+], O=C1CNCCN1. Yields the product CC(c1c(F)cc2c(cnn2C)c1F)c1cnc2ccc(N3CCNC(=O)C3)nn12. RXN SMILES: [CH3:34][N:35]1[CH2:36][CH2:37][CH2:38][C:39]1=[O:40].[CH3:41][CH2:42][O:43][C:44]([CH3:45])=[O:46].[Cl:1][c:2]1[cH:3][cH:4][c:5]2[n:6]([n:7]1)[c:8]([CH:11]([CH3:12])[c:13]1[c:14]([F:24])[c:15]3[cH:16][n:17][n:18]([CH3:23])[c:19]3[cH:20][c:21]1[F:22])[cH:9][n:10]2.[F-:25].[K+:26].[NH:27]1[C:28](=[O:33])[CH2:29][NH:30][CH2:31][CH2:32]1>>[c:2]1([N:30]2[CH2:29][C:28](=[O:33])[NH:27][CH2:32][CH2:31]2)[cH:3][cH:4][c:5]2[n:6]([n:7]1)[c:8]([CH:11]([CH3:12])[c:13]1[c:14]([F:24])[c:15]3[cH:16][n:17][n:18]([CH3:23])[c:19]3[cH:20][c:21]1[F:22])[cH:9][n:10]2. The solvent is ClCCl (dichloromethane). The reactants are BrC=1C=C2C(CC(OC2=CC1OC(C)C)(C)C)=O (6-bromo-7-isopropoxy-2,2-dimethyl-chroman-4-one), BrC=1C=C2C(CC(OC2=CC1OC(C)C)(C)C)=O (6-Bromo-7-isopropoxy-2,2-dimethyl-chroman-4-one), S(=O)(=O)(Cl)Cl (sulfuryl chloride). Procedure: Following General Procedure B, 6-bromo-7-isopropoxy-2,2-dimethyl-chroman-4-one, (Compound 6, 2.2 g, 7.0 mmol) and sulfuryl chloride (0.84 mL, 10.5 mmol) in dichloromethane were reacted to yield the title compound as white trapezoidal plates after recrystallization from hexanes. RXN SMILES: [Br:1][C:2]1[CH:3]=[C:4]2[C:9](=[CH:10][C:11]=1[O:12][CH:13]([CH3:15])[CH3:14])[O:8][C:7]([CH3:17])([CH3:16])[CH2:6][C:5]2=[O:18].S(Cl)([Cl:22])(=O)=O>ClCCl>[Br:1][C:2]1[CH:3]=[C:4]2[C:9](=[C:10]([Cl:22])[C:11]=1[O:12][CH:13]([CH3:14])[CH3:15])[O:8][C:7]([CH3:16])([CH3:17])[CH2:6][C:5]2=[O:18]. The product is BrC=1C=C2C(CC(OC2=C(C1OC(C)C)Cl)(C)C)=O (6-Bromo-8-chloro-7-isopropoxy-2,2-dimethyl-chroman-4-one). Starting materials: C1(=CC=CC=C1)C1=NOC(=C1)C=O (3-phenyl-5-isoxazolecarbaldehyde), N1CCC(CC1)CO (piperidin-4-ylmethanol), C(C)(=O)O[BH-](OC(C)=O)OC(C)=O.[Na+] (Sodium triacetoxyborohydride). The solvent is ClCCl (dichloromethane), ClCCl (dichloromethane). Conditions: time 8 hour. Yields the product C1(=CC=CC=C1)C1=NOC(=C1)CN1CCC(CC1)CO ({1-[(3-phenyl-5-isoxazolyl)methyl]-4-piperidinyl}methanol). Isolated yield 102.4%. As a reaction SMILES: C(O[BH-](OC(=O)C)OC(=O)C)(=O)C.[Na+].[C:15]1([C:21]2[CH:25]=[C:24]([CH:26]=O)[O:23][N:22]=2)[CH:20]=[CH:19][CH:18]=[CH:17][CH:16]=1.[NH:28]1[CH2:33][CH2:32][CH:31]([CH2:34][OH:35])[CH2:30][CH2:29]1>ClCCl>[C:15]1([C:21]2[CH:25]=[C:24]([CH2:26][N:28]3[CH2:33][CH2:32][CH:31]([CH2:34][OH:35])[CH2:30][CH2:29]3)[O:23][N:22]=2)[CH:16]=[CH:17][CH:18]=[CH:19][CH:20]=1 |f:0.1|. Reported procedure: Sodium triacetoxyborohydride (12.2 g) was added portionwise to a room temperature mixture of the compound prepared in Example 7 (5.00 g) and piperidin-4-ylmethanol (4.99 g) in dichloromethane (150 mL). The reaction mixture was stirred at room temperature overnight. The reaction mixture was diluted with dichloromethane and washed sequentially with a saturated aqueous sodium bicarbonate solution and brine. The organics were dried over anhydrous magnesium sulfate and concentrated to obtain the crud... As a reaction SMILES: CC(C)([O-])C.[Na+].C1COCC1.CN(C=O)C.[F:17][C:18]([F:22])([F:21])[CH2:19][OH:20].[Br:23][C:24]1[CH:29]=[CH:28][C:27](F)=[CH:26][C:25]=1[C:31]([F:34])([F:33])[F:32]>CC(OC)(C)C>[Br:23][C:24]1[CH:29]=[CH:28][C:27]([O:20][CH2:19][C:18]([F:22])([F:21])[F:17])=[CH:26][C:25]=1[C:31]([F:32])([F:33])[F:34] |f:0.1|. Yields the product BrC1=C(C=C(C=C1)OCC(F)(F)F)C(F)(F)F (1-Bromo-4-(2,2,2-trifluoro-ethoxy)-2-trifluoromethyl-benzene). Reactants: solution, CC(C)([O-])C.[Na+] (sodium-tert-butoxide), C1CCOC1 (THF), CN(C)C=O (DMF), FC(CO)(F)F (2,2,2-trifluoroethanol), BrC1=C(C=C(C=C1)F)C(F)(F)F (2-bromo-5-fluorobenzotrifluoride). Isolated yield 99.1%. Reported procedure: To a 2.4 M solution of sodium-tert-butoxide in THF (156.3 mL, 375 mmol, Chemetall) was added DMF (38.5 mL, 500 mmol) and then 2,2,2-trifluoroethanol (41.27 g, 413 mmol). After the addition of 2-bromo-5-fluorobenzotrifluoride (60.8 g, 250 mmol) the reaction mixture was heated to reflux and stirred at ˜80° C. for 7 h. After cooling to 25° C., TBME (800 mL) was added and the reaction mixture was washed with 1M HCl (400 mL), 5% NaHCO3 (400 mL) and 10% brine (400 mL). The organic layer was dried (Na2... The solvent is CC(C)(C)OC (TBME). Conditions: temperature 80 celsius, time 7 hour.